This data is from the Open Reaction Database (ORD), a public repository of structured organic reaction records. The task is: describe an organic reaction: reactants, conditions, products, and yield Reactants: C(=O)(O)CCCCCCC=1C(CCC1)=O (2-(6-carboxyhexyl) cyclopent-2-en-1-one), BrN1C(CCC1=O)=O (N-bromosuccinimide), C(Cl)(Cl)(Cl)Cl (carbon tetrachloride). The solvent is CO (MeOH). Conditions: temperature 5 celsius. Product: BrC1C=C(C(C1)=O)CCCCCCC(=O)O (4-bromo-2(6-carboxyhexyl)cyclopent-2-en-1-one). RXN SMILES: [C:1]([CH2:4][CH2:5][CH2:6][CH2:7][CH2:8][CH2:9][C:10]1[C:11](=[O:15])[CH2:12][CH2:13][CH:14]=1)([OH:3])=[O:2].[Br:16]N1C(=O)CCC1=O.C(Cl)(Cl)(Cl)Cl>CO>[Br:16][CH:13]1[CH2:12][C:11](=[O:15])[C:10]([CH2:9][CH2:8][CH2:7][CH2:6][CH2:5][CH2:4][C:1]([OH:3])=[O:2])=[CH:14]1. Procedure: A stirred mixture of 35.9 g. (0.171 moles) of 2-(6-carboxyhexyl) cyclopent-2-en-1-one [Bagli et al., Tetrahedron Letters, No. 5, 465 (1966)], 35.0 g. (0.197 moles) of N-bromosuccinimide, and 600 ml. of carbon tetrachloride is refluxed for 35 minutes. The mixture is cooled to 5° C. and filtered. The filtrate is washed with cold water, dried over magnesium sulfate, and taken to dryness to give an oil, λmax.MeOH =225 mμ (8850); νmax.=1705 (carbonyl groups) and 1625. cm-1 (olefin group). Starting materials: C(C)(=O)OCC (ethyl acetate), BrC1=C(C=C(C=C1)OC)O (2-bromo-5-methoxyphenol), C([O-])([O-])=O.[K+].[K+] (potassium carbonate), C(C)OC(CBr)OCC (bromoacetaldehyde diethyl acetal). Run in CN(C=O)C (dimethylformamide), [OH-].[Na+] (sodium hydroxide). Reaction conditions: temperature 142 celsius. Product: C(C)OC(COC1=C(C=CC(=C1)OC)Br)OCC (2-(2-bromo-5-methoxyphenoxy)acetaldehyde Diethyl Acetal). RXN SMILES: [Br:1][C:2]1[CH:7]=[CH:6][C:5]([O:8][CH3:9])=[CH:4][C:3]=1[OH:10].C(=O)([O-])[O-].[K+].[K+].[CH2:17]([O:19][CH:20]([O:23][CH2:24][CH3:25])[CH2:21]Br)[CH3:18].C(OCC)(=O)C>CN(C)C=O.[OH-].[Na+]>[CH2:17]([O:19][CH:20]([O:23][CH2:24][CH3:25])[CH2:21][O:10][C:3]1[CH:4]=[C:5]([O:8][CH3:9])[CH:6]=[CH:7][C:2]=1[Br:1])[CH3:18] |f:1.2.3,7.8|. Procedure: A mixture of 16.0 gm (78.8 mmol) 2-bromo-5-methoxyphenol, 10.9 gm (78.8 mMol) potassium carbonate, and 15.5 gm (78.8 mMol) bromoacetaldehyde diethyl acetal in 300 mL dimethylformamide was heated at 142° C. for 16 hours. The reaction mixture was then cooled to room temperature and diluted with 100 mL 2N sodium hydroxide followed by 500 mL ethyl acetate. This mixture was washed twice with 1 L of water. The combined aqueous washes were extracted twice with 300 mL portions of ethyl acetate. All orga...